Dataset: the Open Reaction Database (ORD), a public repository of structured organic reaction records. Task: describe an organic reaction: reactants, conditions, products, and yield Starting materials: ice, [N+](=O)([O-])CCC(O)C1=CC=C(C=C1)CCCCCCCC (3-Nitro-1-(4-octylphenyl)propan-1-ol), FC(C(=O)O)(F)F (trifluoroacetic acid), C(C)[SiH](CC)CC (triethylsilane). Reaction conditions: temperature 0 celsius, time 8 hour. The product is [N+](=O)([O-])CCCC1=CC=C(C=C1)CCCCCCCC (1-(3-nitropropyl)-4-octylbenzene). RXN SMILES: [N+:1]([CH2:4][CH2:5][CH:6]([C:8]1[CH:13]=[CH:12][C:11]([CH2:14][CH2:15][CH2:16][CH2:17][CH2:18][CH2:19][CH2:20][CH3:21])=[CH:10][CH:9]=1)O)([O-:3])=[O:2].FC(F)(F)C(O)=O.C([SiH](CC)CC)C>>[N+:1]([CH2:4][CH2:5][CH2:6][C:8]1[CH:9]=[CH:10][C:11]([CH2:14][CH2:15][CH2:16][CH2:17][CH2:18][CH2:19][CH2:20][CH3:21])=[CH:12][CH:13]=1)([O-:3])=[O:2]. Reported procedure: 3-Nitro-1-(4-octylphenyl)propan-1-ol (30 g) and trifluoroacetic acid (47 mL) are charged into a round bottom flask equipped with a calcium chloride guard tube. The mixture is cooled to 0° C., triethylsilane (32.5 mL) is added, and the mixture is stirred overnight at room temperature. The mass is poured onto crushed ice (200 g) and the mixture is extracted with ethyl acetate (2×200 mL). The combined organic layer is dried over sodium sulphate and concentrated under reduced pressure, to give the c... The reactants are CCN1CCN(c2ccc([N+](=O)[O-])cc2F)CC1, CO. Yields the product CCN1CCN(c2ccc(N)cc2F)CC1. RXN SMILES: [CH2:1]([CH3:2])[N:3]1[CH2:4][CH2:5][N:6]([c:9]2[c:10]([F:18])[cH:11][c:12]([N+:15]([O-:16])=[O:17])[cH:13][cH:14]2)[CH2:7][CH2:8]1.[CH3:19][OH:20]>>[CH2:1]([CH3:2])[N:3]1[CH2:4][CH2:5][N:6]([c:9]2[c:10]([F:18])[cH:11][c:12]([NH2:15])[cH:13][cH:14]2)[CH2:7][CH2:8]1. Reactants: CC(=O)O, COC(=O)CCCCOc1cc2c(c(Cl)c1Cl)C(=O)C(C)(C1CCCC1)C2, Cl, O. The product is CC1(C2CCCC2)Cc2cc(OCCCCC(=O)O)c(Cl)c(Cl)c2C1=O. RXN SMILES: [CH3:28][C:29](=[O:30])[OH:31].[Cl:1][c:2]1[c:3]([O:19][CH2:20][CH2:21][CH2:22][CH2:23][C:24](=[O:25])[O:26][CH3:27])[cH:4][c:5]2[c:9]([c:10]1[Cl:11])[C:8](=[O:12])[C:7]([CH3:13])([CH:14]1[CH2:15][CH2:16][CH2:17][CH2:18]1)[CH2:6]2.[ClH:32].[OH2:33]>>[Cl:1][c:2]1[c:3]([O:19][CH2:20][CH2:21][CH2:22][CH2:23][C:24](=[O:25])[OH:26])[cH:4][c:5]2[c:9]([c:10]1[Cl:11])[C:8](=[O:12])[C:7]([CH3:13])([CH:14]1[CH2:15][CH2:16][CH2:17][CH2:18]1)[CH2:6]2. Reactants: ClC1=NC(=C2NC=NC2=N1)Cl (2,6-dichloropurine), [H-].[Na+] (sodium hydride), [H][H] (hydrogen), C(C)(C)I (isopropyl iodide). Solvent: CN(C)C=O (DMF). Conditions: time 3 day. Product: ClC1=NC(=C2N=CN(C2=N1)C(C)C)Cl (2,6-dichloro-9-isopropylpurine). Yield: 45.0%. RXN SMILES: [Cl:1][C:2]1[N:10]=[C:9]2[C:5]([NH:6][CH:7]=[N:8]2)=[C:4]([Cl:11])[N:3]=1.[H-].[Na+].[H][H].[CH:16](I)([CH3:18])[CH3:17]>CN(C=O)C>[Cl:1][C:2]1[N:10]=[C:9]2[C:5]([N:6]=[CH:7][N:8]2[CH:16]([CH3:18])[CH3:17])=[C:4]([Cl:11])[N:3]=1 |f:1.2|. Procedure: To a solution of 0.67 g of 2,6-dichloropurine in 5 mL of dry DMF at room temperature was added 0.16 gms (1.1 eq.) of 50% sodium hydride/oil powder.Upon cessation of hydrogen evolution, a large excess (2 mL) of isopropyl iodide was added to the anionic solution. This reaction solution was stirred for three days at ambient temperature. The reaction was quenched with 30 mL of water and extracted with ethyl acetate (3×50 mL). The organic extracts were combined and back washed with 3×50 mL of waterfo... Reactants: C(C1=CC=CC=C1)N1CC(OCC1)C(=O)C1=CC(=CC=C1)F ((4-Benzyl-morpholin-2-yl)-1-(3-fluoro-phenyl)-methanone), COC1=C(C[Mg]Br)C=CC=C1 (2-methoxybenzylmagnesium bromide), C(=O)(O)[O-].[Na+] (NaHCO3), COC1=C(C[Mg]Br)C=CC=C1 (2-methoxybenzylmagnesium bromide). Solvent: O1CCCC1 (tetrahydrofuran). The product is C(C1=CC=CC=C1)N1CC(OCC1)C(CC1=C(C=CC=C1)OC)(O)C1=CC(=CC=C1)F (1-(4-Benzyl-morpholin-2-yl)-1-(3-fluoro-phenyl)-2-(2-methoxy-phenyl)-ethanol). Reaction SMILES: [CH3:1][O:2][C:3]1[CH:11]=[CH:10][CH:9]=[CH:8][C:4]=1[CH2:5][Mg]Br.[CH2:12]([N:19]1[CH2:24][CH2:23][O:22][CH:21]([C:25]([C:27]2[CH:32]=[CH:31][CH:30]=[C:29]([F:33])[CH:28]=2)=[O:26])[CH2:20]1)[C:13]1[CH:18]=[CH:17][CH:16]=[CH:15][CH:14]=1.C([O-])(O)=O.[Na+]>O1CCCC1>[CH2:12]([N:19]1[CH2:24][CH2:23][O:22][CH:21]([C:25]([C:27]2[CH:32]=[CH:31][CH:30]=[C:29]([F:33])[CH:28]=2)([OH:26])[CH2:5][C:4]2[CH:8]=[CH:9][CH:10]=[CH:11][C:3]=2[O:2][CH3:1])[CH2:20]1)[C:13]1[CH:14]=[CH:15][CH:16]=[CH:17][CH:18]=1 |f:2.3|. Procedure: A magnetically stirred 0.25M tetrahydrofuran solution of commercially available 2-methoxybenzylmagnesium bromide (available from Rieke-Metals) (80 ml, 3 equiv.) under nitrogen atmosphere was cooled to −10° C. and to this was added neat (4-Benzyl-morpholin-2-yl)-1-(3-fluoro-phenyl)-methanone (2.1 g, 1 equiv.). The solution was allowed to warm to room temperature and reaction progress followed using mass spectrometry. After 1.5 hours 2-methoxybenzylmagnesium bromide solution (14 ml, 0.5 equiv.) wa... Reactants: O1CCOCC1 (dioxane), ClC1=NC=CC(=C1)OC=1C=CC(=NC1C)N1N=C(NC1=O)C1=CC=C(C=C1)F (1-(5-((2-chloropyridin-4-yl)oxy)-6-methylpyridin-2-yl)-3-(4-fluorophenyl)-1H-1,2,4-triazol-5(4H)-one), P(=O)([O-])([O-])[O-].[K+].[K+].[K+] (potassium phosphate), O1CCOCC1 (dioxane). Reagents/catalysts: C=1C=CC(=CC1)/C=C/C(=O)/C=C/C2=CC=CC=C2.C=1C=CC(=CC1)/C=C/C(=O)/C=C/C2=CC=CC=C2.C=1C=CC(=CC1)/C=C/C(=O)/C=C/C2=CC=CC=C2.[Pd].[Pd] (Pd2(dba)3). The solvent is C1(=CC=CC=C1)C (toluene), C1(=CC=CC=C1)C (toluene). Product: FC1=CC=C(C=C1)C1=NN(C(N1)=O)C1=NC(=C(C=C1)OC1=CC(=NC=C1)N1C=NC(=C1)C)C (3-(4-fluorophenyl)-1-(6-methyl-5-((2-(4-methyl-1H-imidazol-1-yl)pyridin-4-yl)oxy)pyridin-2-yl)-1H-1,2,4-triazol-5(4H)-one). Isolated yield 18.0%. Reaction SMILES: Cl[C:2]1[CH:7]=[C:6]([O:8][C:9]2[CH:10]=[CH:11][C:12]([N:16]3[C:20](=[O:21])[NH:19][C:18]([C:22]4[CH:27]=[CH:26][C:25]([F:28])=[CH:24][CH:23]=4)=[N:17]3)=[N:13][C:14]=2[CH3:15])[CH:5]=[CH:4][N:3]=1.P([O-])([O-])([O-])=O.[K+].[K+].[K+].O1[CH2:42][CH2:41]OCC1>C1(C)C=CC=CC=1.C1C=CC(/C=C/C(/C=C/C2C=CC=CC=2)=O)=CC=1.C1C=CC(/C=C/C(/C=C/C2C=CC=CC=2)=O)=CC=1.C1C=CC(/C=C/C(/C=C/C2C=CC=CC=2)=O)=CC=1.[Pd].[Pd]>[F:28][C:25]1[CH:26]=[CH:27][C:22]([C:18]2[NH:19][C:20](=[O:21])[N:16]([C:12]3[CH:11]=[CH:10][C:9]([O:8][C:6]4[CH:5]=[CH:4][N:3]=[C:2]([N:13]5[CH:14]=[C:41]([CH3:42])[N:16]=[CH:12]5)[CH:7]=4)=[C:14]([CH3:15])[N:13]=3)[N:17]=2)=[CH:23][CH:24]=1 |f:1.2.3.4,7.8.9.10.11|. Procedure: A solution of Pd2(dba)3 (0.012 g, 0.013 mmol) and Me4tBuXPhos (0.012 g, 0.025 mmol) in toluene (2 mL) and dioxane (4 mL) was heated in a screw capped tube (10 mL) at 120° C. for 3 min. The reaction mixture was cooled to RT and the pre-formed catalyst was transferred to a re-sealable pressure tube (50 mL) containing a degassed suspension of Example A8 (0.250 g, 0.628 mmol), 4-methyl imadazole (0.100 g, 1.218 mmol) and potassium phosphate (0.250 g, 1.178 mmol) in a mixture of toluene (4 mL) and di... Reactants: [OH-].[Na+] (NaOH), Cl (HCl), ClC(=O)OCC1=CC=CC=C1 (Benzyl chloroformate), N1C(CNCC1)C(=O)O (piperazine-2-carboxylic acid), C(C)(C)(C)OC(=O)ON=C(C#N)C1=CC=CC=C1 (2-(tert-butyloxycarbonyloxyimino)-2-phenylacetonitrile), O1CCOCC1.O (dioxane water), [OH-].[Na+] (NaOH). Solvent: O1CCOCC1 (dioxane). Run at time 6 hour. Product: C(C1=CC=CC=C1)OC(=O)N1C(CN(CC1)C(=O)OC(C)(C)C)C(=O)OC (Methyl 1-(benzyloxycarbonyl)-4-(tert-butyloxycarbonyl)piperazine-2-carboxylate). As a reaction SMILES: [NH:1]1[CH2:6][CH2:5][NH:4][CH2:3][CH:2]1[C:7]([OH:9])=[O:8].[C:10]([O:14][C:15](ON=C(C1C=CC=CC=1)C#N)=[O:16])([CH3:13])([CH3:12])[CH3:11].[OH-].[Na+].Cl.Cl[C:32]([O:34][CH2:35][C:36]1[CH:41]=[CH:40][CH:39]=[CH:38][CH:37]=1)=[O:33].O1CCOC[CH2:43]1.O>O1CCOCC1>[CH2:35]([O:34][C:32]([N:1]1[CH2:6][CH2:5][N:4]([C:15]([O:14][C:10]([CH3:13])([CH3:12])[CH3:11])=[O:16])[CH2:3][CH:2]1[C:7]([O:9][CH3:43])=[O:8])=[O:33])[C:36]1[CH:41]=[CH:40][CH:39]=[CH:38][CH:37]=1 |f:2.3,6.7|. Procedure details: To a solution of 3.00 g of piperazine-2-carboxylic acid in 100 mL of 1:1 dioxane-water at pH 11 was added dropwise a solution of 4.0 g of 2-(tert-butyloxycarbonyloxyimino)-2-phenylacetonitrile in 25 mL of dioxane, maintaining the pH of the solution at 11 during the addition with the use of 5 N NaOH. The mixture was stirred for 6 h at room temperature, then cooled to 0° C. The pH was adjusted to 9.5 with the use of 1 N HCl. Benzyl chloroformate (2.8 g) was added dropwise, maintaining the pH of th... Starting materials: CC1(C=2C=CC(=CC2C(=CC1)C1=CC=C(C=C1)C)C#CC1=CC=C(C(=O)OCC)C=C1)C (ethyl 4-[(5,6-dihydro-5,5-dimethyl-8-(4-methylphenyl)-2-naphthalenyl)ethynyl]benzoate), CC1(C=2C=CC(=CC2C(=CC1)C1=CC=C(C=C1)C)C#CC1=CC=C(C(=O)OCC)C=C1)C (ethyl 4-[(5,6-dihydro-5,5-dimethyl-8-(4-methylphenyl)-2-naphthalenyl)ethynyl]benzoate), CC1(C=2C=CC(=CC2C(=CC1)OS(=O)(=O)C(F)(F)F)C#CC1=CC=C(C(=O)OCC)C=C1)C (ethyl 4-[(5,6-dihydro-5,5-dimethyl-8-(trifluoromethylsulfonyl)oxy-2-naphthalenyl)ethynyl]benzoate), CC1(C=2C=CC(=CC2C(=CC1)OS(=O)(=O)C(F)(F)F)C#CC1=CC=C(C(=O)OCC)C=C1)C (ethyl 4-[(5,6-dihydro-5,5-dimethyl-8-(trifluoromethylsulfonyl)oxy-2-naphthalenyl)ethynyl]benzoate). Product: CC1(C=2C=CC(=CC2C(=CC1)C1=CC=CC=C1)C#CC1=CC=C(C(=O)OCC)C=C1)C (Ethyl 4-[(5,6-dihydro-5,5-dimethyl-8-phenyl-2-naphthalenyl)ethynyl]benzoate). As a reaction SMILES: [CH3:1][C:2]1([CH3:32])[CH2:11][CH:10]=[C:9]([C:12]2[CH:17]=[CH:16][C:15](C)=[CH:14][CH:13]=2)[C:8]2[CH:7]=[C:6]([C:19]#[C:20][C:21]3[CH:31]=[CH:30][C:24]([C:25]([O:27][CH2:28][CH3:29])=[O:26])=[CH:23][CH:22]=3)[CH:5]=[CH:4][C:3]1=2.CC1(C)CC=C(OS(C(F)(F)F)(=O)=O)C2C=C(C#CC3C=CC(C(OCC)=O)=CC=3)C=CC1=2>>[CH3:32][C:2]1([CH3:1])[CH2:11][CH:10]=[C:9]([C:12]2[CH:17]=[CH:16][CH:15]=[CH:14][CH:13]=2)[C:8]2[CH:7]=[C:6]([C:19]#[C:20][C:21]3[CH:22]=[CH:23][C:24]([C:25]([O:27][CH2:28][CH3:29])=[O:26])=[CH:30][CH:31]=3)[CH:5]=[CH:4][C:3]1=2. Procedure: Employing the same general procedure as for the preparation of ethyl 4-[(5,6-dihydro-5,5-dimethyl-8-(4-methylphenyl)-2-naphthalenyl)ethynyl]benzoate (Compound 1), 203.8 mg (0.43 mmol) of ethyl 4-[(5,6-dihydro-5,5-dimethyl-8-(trifluoromethylsulfonyl)oxy-2-naphthalenyl)ethynyl]benzoate (Compound G) was converted into the title compound (colorless solid) using 58.2 mg (0.36 ml, 0.69 mmol) of phenyllithium (1.8M solution in cyclohexane/Et2O), 116.1 mg (0.85 mmol) of zinc chloride and 13.8 mg (0.01 m...